Dataset: the Open Reaction Database (ORD), a public repository of structured organic reaction records. Task: describe an organic reaction: reactants, conditions, products, and yield The reactants are CCO, CC1NC(=O)c2cc(Cl)cc([N+](=O)[O-])c2NC1=O. Yields the product CC1NC(=O)c2cc(Cl)cc(N)c2NC1=O. RXN SMILES: [CH3:19][CH2:20][OH:21].[Cl:1][c:2]1[cH:3][c:4]([N+:16]([O-:17])=[O:18])[c:5]2[c:6]([cH:15]1)[C:7](=[O:14])[NH:8][CH:9]([CH3:13])[C:10](=[O:12])[NH:11]2>>[Cl:1][c:2]1[cH:3][c:4]([NH2:16])[c:5]2[c:6]([cH:15]1)[C:7](=[O:14])[NH:8][CH:9]([CH3:13])[C:10](=[O:12])[NH:11]2. Starting materials: CON=Cc1ccc(-c2cc(F)ccc2OC)c(OC)c1, CCO, Cl. Product: COc1cc(CN)ccc1-c1cc(F)ccc1OC. Reaction SMILES: [CH3:1][O:2][N:3]=[CH:4][c:5]1[cH:6][c:7]([O:20][CH3:21])[c:8](-[c:11]2[c:12]([O:18][CH3:19])[cH:13][cH:14][c:15]([F:17])[cH:16]2)[cH:9][cH:10]1.[CH3:22][CH2:23][OH:24].[ClH:25]>>[NH2:3][CH2:4][c:5]1[cH:6][c:7]([O:20][CH3:21])[c:8](-[c:11]2[c:12]([O:18][CH3:19])[cH:13][cH:14][c:15]([F:17])[cH:16]2)[cH:9][cH:10]1. The reactants are O1N=CC(=C1)C(=O)Cl (4-isoxazolecarboxylic acid chloride), N1CCCCC1 (piperidine). Yields the product O1N=CC(=C1)C(=O)N1CCCCC1 (N-(4-Isoxazolylcarbonyl)-piperidine). As a reaction SMILES: [O:1]1[CH:5]=[C:4]([C:6](Cl)=[O:7])[CH:3]=[N:2]1.[NH:9]1[CH2:14][CH2:13][CH2:12][CH2:11][CH2:10]1>>[O:1]1[CH:5]=[C:4]([C:6]([N:9]2[CH2:14][CH2:13][CH2:12][CH2:11][CH2:10]2)=[O:7])[CH:3]=[N:2]1. Procedure details: of melting point 78° to 81° C., prepared from 4-isoxazolecarboxylic acid chloride and piperidine.